From a dataset of the Open Reaction Database (ORD), a public repository of structured organic reaction records. describe an organic reaction: reactants, conditions, products, and yield Starting materials: [Br-], CCOC(C)=O, O=C(c1ccc(Cl)cc1)c1ccc(C(=O)O)c(C(=O)O)c1, [Mg+]c1ccc(Cl)cc1, Cl, C1CCOC1. The product is O=C(O)c1ccc(C(O)(c2ccc(Cl)cc2)c2ccc(Cl)cc2)cc1C(=O)O. As a reaction SMILES: [Br-:22].[CH3:32][CH2:33][O:34][C:35](=[O:36])[CH3:37].[Cl:1][c:2]1[cH:3][cH:4][c:5]([C:6](=[O:7])[c:8]2[cH:9][c:10]([C:17](=[O:18])[OH:19])[c:11]([C:12](=[O:13])[OH:14])[cH:15][cH:16]2)[cH:20][cH:21]1.[Cl:23][c:24]1[cH:25][cH:26][c:27]([Mg+:30])[cH:28][cH:29]1.[ClH:31].[O:38]1[CH2:39][CH2:40][CH2:41][CH2:42]1>>[Cl:1][c:2]1[cH:3][cH:4][c:5]([C:6]([OH:7])([c:8]2[cH:9][c:10]([C:17](=[O:18])[OH:19])[c:11]([C:12](=[O:13])[OH:14])[cH:15][cH:16]2)[c:27]2[cH:26][cH:25][c:24]([Cl:23])[cH:29][cH:28]2)[cH:20][cH:21]1. Reactants: C1(=C(C=CC=C1)C(CC(C)=O)(C)O)C1=CC=CC=C1 (4-(p-biphenylyl)-4-hydroxypentan-2-one). Solvent: CO (methanol), O (water). Reaction conditions: temperature 75 celsius, time 2 hour. Yields the product C1(=C(C=CC=C1)C(C)=CC(C)=O)C1=CC=CC=C1 (2-(p-Biphenylyl)-2-penten-4-one). RXN SMILES: [C:1]1([C:14]2[CH:19]=[CH:18][CH:17]=[CH:16][CH:15]=2)[CH:6]=[CH:5][CH:4]=[CH:3][C:2]=1[C:7](O)([CH3:12])[CH2:8][C:9](=[O:11])[CH3:10]>CO.O>[C:1]1([C:14]2[CH:19]=[CH:18][CH:17]=[CH:16][CH:15]=2)[CH:6]=[CH:5][CH:4]=[CH:3][C:2]=1[C:7](=[CH:8][C:9](=[O:11])[CH3:10])[CH3:12]. Reported procedure: To a 70° C. warm solution of 104.2 g 4-(p-biphenylyl)-4-hydroxypentan-2-one in a mixture of 450 ml methanol and 80 ml water 206 g ca. 65% sulphuric acid is added dropwise and the mixture is stirred 21/2 hours at 75° C. After cooling to 25° C. the resulting solid is filtered off, washed with water, then with diluted sodium hydroxide solution, again with water, dried and then recrystallised from toluene to give the title compound, m.p. 134°-136° C. Reactants: C1CCNCC1, CC(=O)CC(C)=O, CC(=O)O, N#Cc1ccc(C=O)cc1, ClCCl. Yields the product CC(=O)C(=Cc1ccc(C#N)cc1)C(C)=O. RXN SMILES: [CH2:22]1[CH2:23][CH2:24][NH:25][CH2:26][CH2:27]1.[CH3:11][C:12]([CH2:13][C:14]([CH3:15])=[O:16])=[O:17].[CH3:18][C:19](=[O:20])[OH:21].[CH:1](=[O:2])[c:3]1[cH:4][cH:5][c:6]([C:7]#[N:8])[cH:9][cH:10]1.[Cl:28][CH2:29][Cl:30]>>[CH:1]([c:3]1[cH:4][cH:5][c:6]([C:7]#[N:8])[cH:9][cH:10]1)=[C:13]([C:12]([CH3:11])=[O:17])[C:14]([CH3:15])=[O:16]. RXN SMILES: C([Mg]Cl)(C)C.[O:6]1CCC[CH2:7]1.Br[C:12]1[CH:13]=[N:14][CH:15]=[C:16]([C:18]#[C:19][C:20]2[CH:25]=[CH:24][CH:23]=[C:22]([O:26][CH3:27])[CH:21]=2)[CH:17]=1>>[CH3:27][O:26][C:22]1[CH:21]=[C:20]([C:19]#[C:18][C:16]2[CH:17]=[C:12]([CH:7]=[O:6])[CH:13]=[N:14][CH:15]=2)[CH:25]=[CH:24][CH:23]=1. Procedure: Prepare essentially as described in EXAMPLE 90 using a 1 M solution of isopropylmagnesium chloride in tetrahydrofuran (2.98 mL, 2.98 mmol), 3-bromo-5-(3-methoxyphenylethynyl)-pyridine, (prepared as described in PREPARATION 20), (430 mg, 1.49 mmol) to give the title compound (290 mg, 82%). Reactants: solution, BrC=1C=NC=C(C1)C#CC1=CC(=CC=C1)OC (3-bromo-5-(3-methoxyphenylethynyl)-pyridine), C(C)(C)[Mg]Cl (isopropylmagnesium chloride), O1CCCC1 (tetrahydrofuran). Isolated yield 82.0%. Yields the product COC=1C=C(C=CC1)C#CC=1C=C(C=NC1)C=O (5-(3-Methoxyphenylethynyl)-pyridine-3-carbaldehyde). Starting materials: C1CCOC1, [Li]CCCC, Clc1ccnc2ccsc12, CN(C)C=O. As a reaction SMILES: [CH2:21]1[O:22][CH2:23][CH2:24][CH2:25]1.[CH3:11][CH2:12][CH2:13][CH2:14][Li:15].[Cl:1][c:2]1[c:3]2[c:4]([n:5][cH:6][cH:7]1)[cH:8][cH:9][s:10]2.[O:16]=[CH:17][N:18]([CH3:19])[CH3:20]>>[Cl:1][c:2]1[c:3]2[c:4]([n:5][cH:6][cH:7]1)[cH:8][c:9]([CH:17]=[O:16])[s:10]2. The product is O=Cc1cc2nccc(Cl)c2s1. Reactants: CS(=O)(=O)C=1C=C(C=CC1)C1=CC=C(S1)CNS(=O)(=O)C1=C(C=CC=C1)C(F)(F)F (N-[5-(3-methanesulfonyl-phenyl)-thiophen-2-ylmethyl]-2-trifluoromethyl-benzenesulfonamide), ClCCN1CCCC1 (1-(2-chloroethyl)pyrrolidine), C([O-])([O-])=O.[Cs+].[Cs+] (cesium carbonate). Run in CN(C(C)=O)C (N,N-dimethylacetamide). The product is CS(=O)(=O)C=1C=C(C=CC1)C1=CC=C(S1)CN(S(=O)(=O)C1=C(C=CC=C1)C(F)(F)F)CCN1CCCC1 (N-[5-(3-methanesulfonyl-phenyl)-thiophen-2-ylmethyl]-N-(2-pyrrolidin-1-yl-ethyl)-2-trifluoromethyl-benzenesulfonamide). Reaction SMILES: [CH3:1][S:2]([C:5]1[CH:6]=[C:7]([C:11]2[S:15][C:14]([CH2:16][NH:17][S:18]([C:21]3[CH:26]=[CH:25][CH:24]=[CH:23][C:22]=3[C:27]([F:30])([F:29])[F:28])(=[O:20])=[O:19])=[CH:13][CH:12]=2)[CH:8]=[CH:9][CH:10]=1)(=[O:4])=[O:3].Cl[CH2:32][CH2:33][N:34]1[CH2:38][CH2:37][CH2:36][CH2:35]1.C(=O)([O-])[O-].[Cs+].[Cs+]>CN(C)C(=O)C>[CH3:1][S:2]([C:5]1[CH:6]=[C:7]([C:11]2[S:15][C:14]([CH2:16][N:17]([CH2:32][CH2:33][N:34]3[CH2:38][CH2:37][CH2:36][CH2:35]3)[S:18]([C:21]3[CH:26]=[CH:25][CH:24]=[CH:23][C:22]=3[C:27]([F:30])([F:28])[F:29])(=[O:20])=[O:19])=[CH:13][CH:12]=2)[CH:8]=[CH:9][CH:10]=1)(=[O:3])=[O:4] |f:2.3.4|. Reported procedure: In analogy to example 10, step 3, N-[5-(3-methanesulfonyl-phenyl)-thiophen-2-ylmethyl]-2-trifluoromethyl-benzenesulfonamide (example 27, step 1) was reacted with 1-(2-chloroethyl)pyrrolidine and cesium carbonate in N,N-dimethylacetamide for 3 days at r.t. to give N-[5-(3-methanesulfonyl-phenyl)-thiophen-2-ylmethyl]-N-(2-pyrrolidin-1-yl-ethyl)-2-trifluoromethyl-benzenesulfonamide as a light yellow oil. MS: 572.6 ([M+H]+) Yields the product Cc1csc(NC(=O)Oc2ccccc2)n1. Starting materials: ClCCl, O=C(Cl)Oc1ccccc1, Cc1csc(N)n1. As a reaction SMILES: [Cl:18][CH2:19][Cl:20].[Cl:8][C:9](=[O:10])[O:11][c:12]1[cH:13][cH:14][cH:15][cH:16][cH:17]1.[NH2:1][c:2]1[s:3][cH:4][c:5]([CH3:7])[n:6]1>>[NH:1]([c:2]1[s:3][cH:4][c:5]([CH3:7])[n:6]1)[C:9](=[O:10])[O:11][c:12]1[cH:13][cH:14][cH:15][cH:16][cH:17]1.